From a dataset of the Open Reaction Database (ORD), a public repository of structured organic reaction records. describe an organic reaction: reactants, conditions, products, and yield Starting materials: O (Water), NC=1NC2=C(N1)C=CC=C2 (2-aminobenzimidazole), N1=CC=CC=C1 (pyridine), ClC(=O)OCC(Cl)(Cl)Cl (2,2,2-trichloroethyl chloroformate). The solvent is O1CCCC1 (tetrahydrofuran). Yields the product N1C(=NC2=C1C=CC=C2)NC(OCC(Cl)(Cl)Cl)=O (2,2,2-Trichloroethyl 1H-benzimidazol-2-ylcarbamate). Isolated yield 54.8%. RXN SMILES: [NH2:1][C:2]1[NH:3][C:4]2[CH:10]=[CH:9][CH:8]=[CH:7][C:5]=2[N:6]=1.N1C=CC=CC=1.Cl[C:18]([O:20][CH2:21][C:22]([Cl:25])([Cl:24])[Cl:23])=[O:19].O>O1CCCC1>[NH:3]1[C:4]2[CH:10]=[CH:9][CH:8]=[CH:7][C:5]=2[N:6]=[C:2]1[NH:1][C:18](=[O:19])[O:20][CH2:21][C:22]([Cl:25])([Cl:24])[Cl:23]. Procedure: To a solution of 2-aminobenzimidazole (1.00 g, 7.51 mmol) and pyridine (0.714 ml, 9.01 mmol) in tetrahydrofuran (25 ml) was added, under ice-cooling, 2,2,2-trichloroethyl chloroformate (1.25 ml, 9.01 mmol), and the mixture was stirred at room temperature for 1 hour and half. Water was poured to the reaction mixture, and 1.27 g (54.6%) of the desired product as a solid was separated by filtration. Reactants: C(C)(C)(C)C=1C(C(=CC(C1)=NC=1C=C(OCC(=O)O)C=CC1)C(C)(C)C)=O (3-(2,6-di-tertiary-butyl-cyclohexadienon-4-ylideneamino)phenoxyacetic acid), C(C)O (ethanol). The reagents and catalysts are [Pd] (palladium on charcoal). The solvent is C1=CC=CC=C1 (benzene). Run at time 5 hour. Yields the product C(C)(C)(C)C=1C=C(NC=2C=C(OCC(=O)O)C=CC2)C=C(C1O)C(C)(C)C (3-(3,5-di-tertiary-butyl-4-hydroxyanilino)phenoxyacetic acid). Reaction SMILES: [C:1]([C:5]1[C:6](=[O:27])[C:7]([C:23]([CH3:26])([CH3:25])[CH3:24])=[CH:8][C:9](=[N:11][C:12]2[CH:13]=[C:14]([CH:20]=[CH:21][CH:22]=2)[O:15][CH2:16][C:17]([OH:19])=[O:18])[CH:10]=1)([CH3:4])([CH3:3])[CH3:2].C(O)C>[Pd].C1C=CC=CC=1>[C:23]([C:7]1[CH:8]=[C:9]([CH:10]=[C:5]([C:1]([CH3:4])([CH3:3])[CH3:2])[C:6]=1[OH:27])[NH:11][C:12]1[CH:13]=[C:14]([CH:20]=[CH:21][CH:22]=1)[O:15][CH2:16][C:17]([OH:19])=[O:18])([CH3:26])([CH3:25])[CH3:24]. Procedure details: A mixture of 5.0 g of 3-(2,6-di-tertiary-butyl-cyclohexadienon-4-ylideneamino)phenoxyacetic acid, 250 ml of ethanol and 10 mg of 5% palladium on charcoal catalyst was placed on a Paar apparatus. Hydrogenation was complete after five hours. The reaction mixture was filtered to remove the catalyst and the filtrate was evaporated to give a thick brown oil. The oil was dissolved in 20 ml of benzene, filtered, diluted with 20 ml of cyclohexane and 10 ml of hexane, and chilled to give 1.4 g of light t... Reactants: CCOC(=O)C.C(Cl)Cl (EtOAc CH2Cl2), C(C=C)(=O)O (acrylic acid), CCN=C=NCCCN(C)C.Cl (EDCI.HCl), NC=1C=CC=2N=CN=C(C2N1)NC1=CC(=CC=C1)Br (6-amino-4-[(3-bromo-phenyl)amino]pyrido[3,2-d]pyrimidine), C(C=C)(=O)O (acrylic acid), Cl.CN(CCCN=C=NCC)C (1-(3-dimethylaminopropyl)-3-ethylcarbodiimide hydrochloride). Run in C(Cl)Cl.CCCCCC (CH2Cl2 hexane), CO.C(Cl)Cl.CCOC(=O)C (MeOH CH2Cl2 EtOAc), CC(=O)N(C)C (DMA). The product is BrC=1C=C(C=CC1)NC=1C2=C(N=CN1)C=CC(=N2)NC(C=C)=O (N-[4-[(3-bromophenyl)-amino]pyrido[3,2 -d]pyrimidin-6-yl]acrylamide). Isolated yield 26.0%. RXN SMILES: [NH2:1][C:2]1[CH:3]=[CH:4][C:5]2[N:6]=[CH:7][N:8]=[C:9]([NH:12][C:13]3[CH:18]=[CH:17][CH:16]=[C:15]([Br:19])[CH:14]=3)[C:10]=2[N:11]=1.[C:20](O)(=[O:23])[CH:21]=[CH2:22].Cl.CN(C)CCCN=C=NCC.CCOC(C)=O.C(Cl)Cl>CC(N(C)C)=O.C(Cl)Cl.CCCCCC.CO.C(Cl)Cl.CCOC(C)=O>[Br:19][C:15]1[CH:14]=[C:13]([NH:12][C:9]2[C:10]3[N:11]=[C:2]([NH:1][C:20](=[O:23])[CH:21]=[CH2:22])[CH:3]=[CH:4][C:5]=3[N:6]=[CH:7][N:8]=2)[CH:18]=[CH:17][CH:16]=1 |f:2.3,4.5,7.8,9.10.11|. Procedure details: To a stirred solution of 6-amino-4-[(3-bromo-phenyl)amino]pyrido[3,2-d]pyrimidine (J Med Chem, 1996;39:1823) (46 mg, 0.15 mmol) and acrylic acid (6 mol eq., 0.91 mmol, 62 μL) in DMA (5.0 mL) under N2 was added 1-(3-dimethylaminopropyl)-3-ethylcarbodiimide hydrochloride (EDCI.HCl) (4.0 mol eq., 0.61 mmol, 116 mg). The reaction mixture was stirred for 48 hours with additional amounts of acrylic acid and EDCI.HCl (62 μL/116 mg) being added every 12 hours it was then worked up as above to give after... The reactants are C(C)(=O)OCC1OC(C(C(C1OC(C)=O)OC(C)=O)OC(C)=O)OC1=C(SC=C1)C=O (3,4,5-triacetoxy-6-(2-formyl-thiophen-3-yloxy)-tetrahydropyran-2-ylmethyl actate), C([O-])([O-])=O.[K+].[K+] (potassium carbonate), O (water). The reagents and catalysts are [Br-].C[P+](C1=CC=CC=C1)(C1=CC=CC=C1)C1=CC=CC=C1 (methyltriphenylphosphonium bromide). Run in O1CCOCC1 (dioxane). Product: C(C)(=O)OCC1OC(C(C(C1OC(C)=O)OC(C)=O)OC(C)=O)OC1=C(SC=C1)C=C (3,4,5-Triacetoxy-6-(2-vinyl-thiophen-3-yloxy)-tetrahydropyran-2-ylmethyl actate). Reaction SMILES: [C:1]([O:4][CH2:5][CH:6]1[CH:11]([O:12][C:13](=[O:15])[CH3:14])[CH:10]([O:16][C:17](=[O:19])[CH3:18])[CH:9]([O:20][C:21](=[O:23])[CH3:22])[CH:8]([O:24][C:25]2[CH:29]=[CH:28][S:27][C:26]=2[CH:30]=O)[O:7]1)(=[O:3])[CH3:2].[C:32](=O)([O-])[O-].[K+].[K+].O>O1CCOCC1.[Br-].C[P+](C1C=CC=CC=1)(C1C=CC=CC=1)C1C=CC=CC=1>[C:1]([O:4][CH2:5][CH:6]1[CH:11]([O:12][C:13](=[O:15])[CH3:14])[CH:10]([O:16][C:17](=[O:19])[CH3:18])[CH:9]([O:20][C:21](=[O:23])[CH3:22])[CH:8]([O:24][C:25]2[CH:29]=[CH:28][S:27][C:26]=2[CH:30]=[CH2:32])[O:7]1)(=[O:3])[CH3:2] |f:1.2.3,6.7|. Procedure: 3.30 g of 3,4,5-triacetoxy-6-(2-formyl-thiophen-3-yloxy)-tetrahydropyran-2-ylmethyl actate were dissolved in 60 ml of dioxane. 6.43 g of methyltriphenylphosphonium bromide, 5.37 g of potassium carbonate and 0.25 ml of water were added, and the solution was refluxed for 4 h. The solution was concentrated and purified by column filtration. 2.89 g of the product with the molecular weight: 456.47 (C20H24O10S), MS (ESI): 479.10 (M+Na+); 474.10 (M+NH4+) were obtained. Reactants: CC(C)(C)OC(=O)N1CCCC1C(=O)O, ClCCCl, CN(C)C=O, On1nnc2cccnc21, NCc1cc(C(F)(F)F)ccc1-n1cnnn1. Yields the product CC(C)(C)OC(=O)N1CCCC1C(=O)NCc1cc(C(F)(F)F)ccc1-n1cnnn1. Reaction SMILES: [C:1]([CH3:2])([CH3:3])([CH3:4])[O:5][C:6](=[O:7])[N:8]1[CH:9]([C:10](=[O:11])[OH:12])[CH2:13][CH2:14][CH2:15]1.[CH2:33]([Cl:34])[CH2:35][Cl:36].[O:47]=[CH:48][N:49]([CH3:50])[CH3:51].[OH:37][n:38]1[c:39]2[n:40][cH:41][cH:42][cH:43][c:44]2[n:45][n:46]1.[n:16]1(-[c:21]2[c:22]([CH2:31][NH2:32])[cH:23][c:24]([C:27]([F:28])([F:29])[F:30])[cH:25][cH:26]2)[n:17][n:18][n:19][cH:20]1>>[C:1]([CH3:2])([CH3:3])([CH3:4])[O:5][C:6](=[O:7])[N:8]1[CH:9]([C:10](=[O:12])[NH:32][CH2:31][c:22]2[c:21](-[n:16]3[n:17][n:18][n:19][cH:20]3)[cH:26][cH:25][c:24]([C:27]([F:28])([F:29])[F:30])[cH:23]2)[CH2:13][CH2:14][CH2:15]1. Reactants: [N+](=O)([O-])C=1C=C(C=CC1[N+](=O)[O-])NC(C1=CC=C(C=C1)N1CCCC1)=O (N-(3,4-dinitrophenyl)-4-pyrrolidinylbenzamide), N1(CCOCC1)C(=O)C1=CC=C(C=O)C=C1 (4-morpholinylcarbonylbenzaldehyde). The product is N1(CCOCC1)C(=O)C1=CC=C(C=C1)C1=NC2=C(N1)C=CC(=C2)NC(C2=CC=C(C=C2)N2CCCC2)=O (N-(2-(4-(morpholine-4-carbonyl)phenyl)-1H-benzo[d]imidazol-5-yl)-4-(pyrrolidin-1-yl)benzamide). As a reaction SMILES: [N+:1]([C:4]1[CH:5]=[C:6]([NH:13][C:14](=[O:26])[C:15]2[CH:20]=[CH:19][C:18]([N:21]3[CH2:25][CH2:24][CH2:23][CH2:22]3)=[CH:17][CH:16]=2)[CH:7]=[CH:8][C:9]=1[N+:10]([O-])=O)([O-])=O.[N:27]1([C:33]([C:35]2[CH:42]=[CH:41][C:38]([CH:39]=O)=[CH:37][CH:36]=2)=[O:34])[CH2:32][CH2:31][O:30][CH2:29][CH2:28]1>>[N:27]1([C:33]([C:35]2[CH:42]=[CH:41][C:38]([C:39]3[NH:10][C:9]4[CH:8]=[CH:7][C:6]([NH:13][C:14](=[O:26])[C:15]5[CH:20]=[CH:19][C:18]([N:21]6[CH2:25][CH2:24][CH2:23][CH2:22]6)=[CH:17][CH:16]=5)=[CH:5][C:4]=4[N:1]=3)=[CH:37][CH:36]=2)=[O:34])[CH2:32][CH2:31][O:30][CH2:29][CH2:28]1. Procedure: Compound 239 was prepared according to the procedure similar to that described in Scheme III from N-(3,4-dinitrophenyl)-4-pyrrolidinylbenzamide and 4-morpholinylcarbonylbenzaldehyde. [M+H]+ calcd for C29H29N5O3: 496.24; found: 496.25.